From a dataset of the Open Reaction Database (ORD), a public repository of structured organic reaction records. describe an organic reaction: reactants, conditions, products, and yield Reactants: OC1=CC=C(C=C1)C12N(C(C=3N(C1)C=CC3)=O)CCN2 (10a-(4-hydroxyphenyl)-2,3,10,10a-tetrahydro-1H,5H-imidazo[1,2-a]pyrrolo[1,2-d]pyrazin-5-one), C([O-])([O-])=O.[K+].[K+] (potassium carbonate), BrCCO[Si](C)(C)C(C)(C)C ((2-bromoethoxy)-tert-butyldimethylsilane). Run in [NH4+].[Cl-] (NH4Cl), CN(C)C=O (DMF). Conditions: temperature 100 celsius. The product is [Si](C)(C)(C(C)(C)C)OCCOC1=CC=C(C=C1)C12N(C(C=3N(C1)C=CC3)=O)CCN2 (10a-[4-(2-{[tert-butyl(dimethyl)silyl]oxy]ethoxy)phenyl}-2,3,10,10a-tetrahydro-1H,5H-imidazo[1,2-a]pyrrolo[1,2-d]pyrazin-5-one). The yield is 105.9%. RXN SMILES: [OH:1][C:2]1[CH:7]=[CH:6][C:5]([C:8]23[NH:20][CH2:19][CH2:18][N:9]2[C:10](=[O:17])[C:11]2[N:12]([CH:14]=[CH:15][CH:16]=2)[CH2:13]3)=[CH:4][CH:3]=1.C(=O)([O-])[O-].[K+].[K+].Br[CH2:28][CH2:29][O:30][Si:31]([C:34]([CH3:37])([CH3:36])[CH3:35])([CH3:33])[CH3:32]>CN(C=O)C.[NH4+].[Cl-]>[Si:31]([O:30][CH2:29][CH2:28][O:1][C:2]1[CH:7]=[CH:6][C:5]([C:8]23[NH:20][CH2:19][CH2:18][N:9]2[C:10](=[O:17])[C:11]2[N:12]([CH:14]=[CH:15][CH:16]=2)[CH2:13]3)=[CH:4][CH:3]=1)([C:34]([CH3:37])([CH3:36])[CH3:35])([CH3:33])[CH3:32] |f:1.2.3,6.7|. Procedure: To a suspension of 10a-(4-hydroxyphenyl)-2,3,10,10a-tetrahydro-1H,5H-imidazo[1,2-a]pyrrolo[1,2-d]pyrazin-5-one (50 mg, 0.19 mmol) and potassium carbonate (77 mg, 0.56 mmol) in DMF (1 mL) was added (2-bromoethoxy)-tert-butyldimethylsilane (120 μL, 0.56 mmol). The mixture was heated at 100° C. The outcome of the reaction was monitored by LCMS. After completion (45 minutes) the mixture was diluted with a saturated aqueous solution of NH4Cl (6 mL) and extracted with ethyl acetate (3×2.5 mL). The com... The reactants are C(C)(=O)O.FC(OC1=CC=C(C=C1)N1C(C2(CC1)CCNCC2)=O)(F)F (2-(4-trifluoromethoxy-phenyl)-2,8-diaza-spiro[4.5]decan-1-one acetic acid salt), C(C1=CC=CC=C1)OCC(=O)Cl (benzyloxy-acetyl chloride). The product is C(C1=CC=CC=C1)OCC(=O)N1CCC2(CCN(C2=O)C2=CC=C(C=C2)OC(F)(F)F)CC1 (8-(2-Benzyloxy-acetyl)-2-(4-trifluoromethoxy-phenyl)-2,8-diaza-spiro[4.5]decan-1-one). RXN SMILES: C(O)(=O)C.[F:5][C:6]([F:26])([F:25])[O:7][C:8]1[CH:13]=[CH:12][C:11]([N:14]2[CH2:18][CH2:17][C:16]3([CH2:23][CH2:22][NH:21][CH2:20][CH2:19]3)[C:15]2=[O:24])=[CH:10][CH:9]=1.[CH2:27]([O:34][CH2:35][C:36](Cl)=[O:37])[C:28]1[CH:33]=[CH:32][CH:31]=[CH:30][CH:29]=1>>[CH2:27]([O:34][CH2:35][C:36]([N:21]1[CH2:20][CH2:19][C:16]2([C:15](=[O:24])[N:14]([C:11]3[CH:12]=[CH:13][C:8]([O:7][C:6]([F:5])([F:25])[F:26])=[CH:9][CH:10]=3)[CH2:18][CH2:17]2)[CH2:23][CH2:22]1)=[O:37])[C:28]1[CH:33]=[CH:32][CH:31]=[CH:30][CH:29]=1 |f:0.1|. Procedure: The title compound was prepared in analogy to example 7 step A from 2-(4-trifluoromethoxy-phenyl)-2,8-diaza-spiro[4.5]decan-1-one acetic acid salt (described in example 180 step C) and benzyloxy-acetyl chloride. Off-white solid. MS (ESI): 463.3 (MH+). Reactants: NCC1CCCCC1, ClCCl, N, O=C(O)c1ccc(CN2C(=O)C3(COc4cc5c(cc43)CCO5)c3ccccc32)cc1, O=C(O)c1cccc(CN2C(=O)C3(COc4cc5c(cc43)CCO5)c3ccccc32)c1. Product: NC(=O)c1ccc(CN2C(=O)C3(COc4cc5c(cc43)CCO5)c3ccccc32)cc1. Reaction SMILES: [CH:2]1([CH2:3][NH2:9])[CH2:4][CH2:5][CH2:6][CH2:7][CH2:8]1.[Cl:72][CH2:73][Cl:74].[NH3:1].[O:10]=[C:11]1[N:12]([CH2:31][c:32]2[cH:33][cH:34][c:35]([C:36](=[O:37])[OH:38])[cH:39][cH:40]2)[c:13]2[cH:14][cH:15][cH:16][cH:17][c:18]2[C:19]12[c:20]1[c:21]([cH:24][c:25]3[c:29]([cH:30]1)[CH2:28][CH2:27][O:26]3)[O:22][CH2:23]2.[O:41]=[C:42]1[C:43]2([CH2:44][O:45][c:46]3[cH:47][c:48]4[c:49]([cH:50][c:51]32)[CH2:52][CH2:53][O:54]4)[c:55]2[c:56]([cH:57][cH:58][cH:59][cH:60]2)[N:61]1[CH2:62][c:63]1[cH:64][c:65]([C:69]([OH:70])=[O:71])[cH:66][cH:67][cH:68]1>>[NH2:9][C:36]([c:35]1[cH:34][cH:33][c:32]([CH2:31][N:12]2[C:11](=[O:10])[C:19]3([c:18]4[c:13]2[cH:14][cH:15][cH:16][cH:17]4)[c:20]2[c:21]([cH:24][c:25]4[c:29]([cH:30]2)[CH2:28][CH2:27][O:26]4)[O:22][CH2:23]3)[cH:40][cH:39]1)=[O:38]. Reactants: BrC=1C=C(C=CC1Br)NC1=C(C=NC2=CC=C(C=C12)[N+](=O)[O-])C#N (4-[(3,4-dibromophenyl)amino]-6-nitro-quinoline-3-carbonitrile), SnCl2 dihydrate, C([O-])(O)=O.[Na+] (sodium bicarbonate). Solvent: ice water, C(C)O (ethanol). Run at temperature 25 celsius, time 2 hour. Product: NC=1C=C2C(=C(C=NC2=CC1)C#N)NC1=CC(=C(C=C1)Br)Br (6-Amino-4-[(3,4-dibromophenyl)amino]-quinoline-3-carbonitrile). Yield: 27.4%. As a reaction SMILES: [Br:1][C:2]1[CH:3]=[C:4]([NH:9][C:10]2[C:19]3[C:14](=[CH:15][CH:16]=[C:17]([N+:20]([O-])=O)[CH:18]=3)[N:13]=[CH:12][C:11]=2[C:23]#[N:24])[CH:5]=[CH:6][C:7]=1[Br:8].C(=O)(O)[O-].[Na+]>C(O)C>[NH2:20][C:17]1[CH:18]=[C:19]2[C:14](=[CH:15][CH:16]=1)[N:13]=[CH:12][C:11]([C:23]#[N:24])=[C:10]2[NH:9][C:4]1[CH:5]=[CH:6][C:7]([Br:8])=[C:2]([Br:1])[CH:3]=1 |f:1.2|. Reported procedure: A mixture of 4.90 g (10.9 mmol) of 4-[(3,4-dibromophenyl)amino]-6-nitro-quinoline-3-carbonitrile and 12.4 g (54.7 mmol) of SnCl2 dihydrate in 200 mL of ethanol was refluxed under N2 for 1.5 h. After cooling to 25° C., the reaction was diluted with ice water, neutralized with sodium bicarbonate and stirred for 2 h. This solution was then extracted with chloroform, treated with Darco, dried(magnesium sulfate) and evaporated. After drying in vacuo (40° C.), there was obtained 1.25 g of brown solid:... Starting materials: O1CCN(CC1)S(=O)(=O)C1=CC=C(C=C1)B(O)O (4-(morpholinosulfonyl)-phenylboronic acid), NC1=C(C(=O)OC)C=C(N=C1Br)Br (methyl 3-amino-2,6-dibromoisonicotinate), tetrakistriphenylphosphine palladium(0), C([O-])([O-])=O.[Na+].[Na+] (sodium carbonate). Product: NC1=C(C(=O)OC)C=C(N=C1C1=CC=C(C=C1)S(=O)(=O)N1CCOCC1)Br (methyl 3-amino-6-bromo-2-(4-(morpholinosulfonyl)phenyl)isonicotinate). Isolated yield 76.0%. As a reaction SMILES: [O:1]1[CH2:6][CH2:5][N:4]([S:7]([C:10]2[CH:15]=[CH:14][C:13](B(O)O)=[CH:12][CH:11]=2)(=[O:9])=[O:8])[CH2:3][CH2:2]1.[NH2:19][C:20]1[C:29](Br)=[N:28][C:27]([Br:31])=[CH:26][C:21]=1[C:22]([O:24][CH3:25])=[O:23].C(=O)([O-])[O-].[Na+].[Na+]>>[NH2:19][C:20]1[C:29]([C:13]2[CH:14]=[CH:15][C:10]([S:7]([N:4]3[CH2:5][CH2:6][O:1][CH2:2][CH2:3]3)(=[O:9])=[O:8])=[CH:11][CH:12]=2)=[N:28][C:27]([Br:31])=[CH:26][C:21]=1[C:22]([O:24][CH3:25])=[O:23] |f:2.3.4|. Procedure: A flask containing mixture of 4-(morpholinosulfonyl)-phenylboronic acid (0.920 g, 3.39 mmol), methyl 3-amino-2,6-dibromoisonicotinate (0.877 g, 2.83 mmol), tetrakistriphenylphosphine palladium(0) (0.196 g, 0.170 mmol), sodium carbonate (0.719 g, 6.79 mmol) was flushed with nitrogen. Toluene (7 mL), and MeOH (2.4 mL) were added and the reaction was heated at reflux under nitrogen for 24 hr. The reaction was partitioned between EtOAc and water. The organic phase was washed with brine, dried with s... Reactants: COCC1=C(C=CC(=C1)C(=O)O)C1=C(C=CC=C1)C (2-(methoxymethyl)-2′-methyl biphenyl-4-carboxylic acid), NC(C1=CC(=C(C(=O)OC)C=C1)Cl)=NO (methyl 4-[amino(hydroxyimino)methyl]-2-chlorobenzoate). Yields the product ClC1=C(C(=O)OC)C=CC(=C1)C1=NOC(=N1)C1=CC(=C(C=C1)C1=C(C=CC=C1)C)COC (methyl 2-chloro-4-{5-[2-(methoxymethyl)-2′-methylbiphenyl-4-yl]-1,2,4-oxadiazol-3-yl}benzoate). Isolated yield 79.6%. RXN SMILES: [CH3:1][O:2][CH2:3][C:4]1[CH:9]=[C:8]([C:10]([OH:12])=O)[CH:7]=[CH:6][C:5]=1[C:13]1[CH:18]=[CH:17][CH:16]=[CH:15][C:14]=1[CH3:19].[NH2:20][C:21](=[N:33]O)[C:22]1[CH:31]=[CH:30][C:25]([C:26]([O:28][CH3:29])=[O:27])=[C:24]([Cl:32])[CH:23]=1>>[Cl:32][C:24]1[CH:23]=[C:22]([C:21]2[N:20]=[C:10]([C:8]3[CH:7]=[CH:6][C:5]([C:13]4[CH:18]=[CH:17][CH:16]=[CH:15][C:14]=4[CH3:19])=[C:4]([CH2:3][O:2][CH3:1])[CH:9]=3)[O:12][N:33]=2)[CH:31]=[CH:30][C:25]=1[C:26]([O:28][CH3:29])=[O:27]. Procedure: The title compound was prepared following procedure described for example 35, step 1, but starting from Intermediate 28 (1 076.46 mg; 4.20 mmol) and Intermediate 34 (960.27 mg; 4.20 mmol). The reaction mixture was cooled to RT and concentrated affording a brownish oil which was washed with MeOH (20 mL) affording a suspension that was filtered affording the title compound as a beige solid (1.5 g; 82%). 1H NMR (DMSO-d6, 300 MHz) δ 8.34 (d, J=1.5 Hz, 1H), 8.23 (d, J=1.3 Hz, 1H), 8.21 (dd, J=3.6, 1....